Dataset: the Open Reaction Database (ORD), a public repository of structured organic reaction records. Task: describe an organic reaction: reactants, conditions, products, and yield Reactants: C(CCC)[Sn](C=1C=C(C=CC1)NC(\C=C/C(=O)O)=O)(CCCC)CCCC (N-(m tri-n butylstannylphenyl)maleamic acid), C(C)(=O)[O-].[Na+] (Sodium acetate). Solvent: C(C)(=O)OC(C)=O (acetic anhydride). Conditions: time 15 minute. Yields the product C(CCC)[Sn](C=1C=C(C=CC1)N1C(C=CC1=O)=O)(CCCC)CCCC (N-(m-tri-n butylstannylphenyl)maleimide). Isolated yield 78.0%. As a reaction SMILES: [CH2:1]([Sn:5]([CH2:24][CH2:25][CH2:26][CH3:27])([CH2:20][CH2:21][CH2:22][CH3:23])[C:6]1[CH:7]=[C:8]([NH:12][C:13](=[O:19])/[CH:14]=[CH:15]\[C:16](O)=[O:17])[CH:9]=[CH:10][CH:11]=1)[CH2:2][CH2:3][CH3:4].C([O-])(=O)C.[Na+]>C(OC(=O)C)(=O)C>[CH2:1]([Sn:5]([CH2:20][CH2:21][CH2:22][CH3:23])([CH2:24][CH2:25][CH2:26][CH3:27])[C:6]1[CH:7]=[C:8]([N:12]2[C:16](=[O:17])[CH:15]=[CH:14][C:13]2=[O:19])[CH:9]=[CH:10][CH:11]=1)[CH2:2][CH2:3][CH3:4] |f:1.2|. Procedure details: N-(m tri-n butylstannylphenyl)maleamic acid prepared as described above (0.40 g, 0.83 mmol) was placed in acetic anhydride (6 mL). Sodium acetate (0.43 g) was added and the solution stirred for 15 minutes at room temperature. After the reaction became homogeneous, the reaction mixture was stirred for 3 hours at 120° C. The filtrate obtained from this brown mixture was evaporated to dryness under reduced pressure and the residue was dissolved in ethyl ether. The ether mixture was filtered and the... The reactants are C(C1=CC=CC=C1)OC1=C(C=C(C(=C1)OCC1=CC=CC=C1)C(=C)C)C(=O)N1CC2=CC=C(C=C2C1)CC=O (2—(2-{[2,4-bis(benzyloxy)-5-(prop-1-en-2-yl)phenyl]carbonyl}-2,3-dihydro-1H-isoindol-5-yl)acetaldehyde), C(C)(C)(C)OC([C@@H](N)CC(C)C)=O (L-leucine tert-butyl ester). The product is OC1=C(C=C(C(=C1)O)C(C)C)C(=O)N1CC2=CC=C(C=C2C1)CCN[C@@H](CC(C)C)C(=O)OC(C)(C)C (tert-butyl N-[2-(2-{[2,4-dihydroxy-5-(propan-2-yl)phenyl]carbonyl}-2,3-dihydro-1H-isoindol-5-yl)ethyl]-L-leucinate). As a reaction SMILES: C([O:8][C:9]1[CH:14]=[C:13]([O:15]CC2C=CC=CC=2)[C:12]([C:23]([CH3:25])=[CH2:24])=[CH:11][C:10]=1[C:26]([N:28]1[CH2:36][C:35]2[C:30](=[CH:31][CH:32]=[C:33]([CH2:37][CH:38]=O)[CH:34]=2)[CH2:29]1)=[O:27])C1C=CC=CC=1.[C:40]([O:44][C:45](=[O:52])[C@H:46]([CH2:48][CH:49]([CH3:51])[CH3:50])[NH2:47])([CH3:43])([CH3:42])[CH3:41]>>[OH:8][C:9]1[CH:14]=[C:13]([OH:15])[C:12]([CH:23]([CH3:24])[CH3:25])=[CH:11][C:10]=1[C:26]([N:28]1[CH2:36][C:35]2[C:30](=[CH:31][CH:32]=[C:33]([CH2:37][CH2:38][NH:47][C@H:46]([C:45]([O:44][C:40]([CH3:43])([CH3:42])[CH3:41])=[O:52])[CH2:48][CH:49]([CH3:50])[CH3:51])[CH:34]=2)[CH2:29]1)=[O:27]. Procedure: Prepared from Intermediate F and L-leucine tert-butyl ester. 1H NMR (300 MHz, d3-MeOD) 7.31-7.12 (4H, m), 6.38 (1H, s), 3.24-3.04 (2H, m), 2.90-2.69 (4H, m), 1.76-1.56 (1H, m), 1.45 (9H, s), 1.23 (6H, d, J=7.0 Hz), 0.93 (6H, dd, J=10.9, 6.6 Hz). LC/MS: purity >98%, m/z 511 [M+H]+